From a dataset of the Open Reaction Database (ORD), a public repository of structured organic reaction records. describe an organic reaction: reactants, conditions, products, and yield Starting materials: FC1=CC=C(C=C1)C(C(=O)O)C(C)(C)O (2-(p-fluorophenyl)-3-hydroxy-3-methylbutyric acid), S(O)(O)(=O)=O (sulphuric acid). The solvent is C(Cl)Cl (CH2Cl2). Reaction conditions: time 45 minute. The product is FC1=CC=C(C=C1)C(C(=O)O)=C(C)C (2-(p-fluorophenyl)-3-methylcrotonic acid). Isolated yield 99.1%. Reaction SMILES: [F:1][C:2]1[CH:7]=[CH:6][C:5]([CH:8]([C:12](O)([CH3:14])[CH3:13])[C:9]([OH:11])=[O:10])=[CH:4][CH:3]=1.S(=O)(=O)(O)O>C(Cl)Cl>[F:1][C:2]1[CH:3]=[CH:4][C:5]([C:8](=[C:12]([CH3:14])[CH3:13])[C:9]([OH:11])=[O:10])=[CH:6][CH:7]=1. Procedure details: A solution of 96.5 g of 2-(p-fluorophenyl)-3-hydroxy-3-methylbutyric acid in 200 ml of CH2Cl2 was cooled in an ice bath and then treated dropwise with 240 g of conc. sulphuric acid within 30 minutes, with the temperature being held at ≤20°. The CH2Cl2 was then removed to 20° on a rotary evaporator. The yellowish solution was stirred at 20° for a further 45 minutes and then poured into 1 kg of ice/water mixture while stirring well. The white precipitate was filtered off under suction, washed 3 ti... Starting materials: Cc1cncc2cccc(S(=O)(=O)Cl)c12, FC1CNCCNC1. Yields the product Cl, Cc1cncc2cccc(S(=O)(=O)N3CCNCC(F)C3)c12. RXN SMILES: [Cl:9][S:10](=[O:11])(=[O:12])[c:13]1[c:14]2[c:15]([CH3:23])[cH:16][n:17][cH:18][c:19]2[cH:20][cH:21][cH:22]1.[F:1][CH:2]1[CH2:3][NH:4][CH2:5][CH2:6][NH:7][CH2:8]1>>[ClH:9].[F:1][CH:2]1[CH2:3][NH:4][CH2:5][CH2:6][N:7]([S:10](=[O:11])(=[O:12])[c:13]2[c:14]3[c:15]([CH3:23])[cH:16][n:17][cH:18][c:19]3[cH:20][cH:21][cH:22]2)[CH2:8]1. Reactants: C1(=CC=CC=C1)NC1=CC=CC=C1 (diphenylamine), ClCCCC(=O)Cl (4-chlorobutyryl chloride). Solvent: O1CCCC1 (tetrahydrofuran), O1CCCC1 (tetrahydrofuran). Yields the product ClCCCC(=O)N(C1=CC=CC=C1)C1=CC=CC=C1 (4-Chloro-N,N-diphenylbutanamide). As a reaction SMILES: [C:1]1([NH:7][C:8]2[CH:13]=[CH:12][CH:11]=[CH:10][CH:9]=2)[CH:6]=[CH:5][CH:4]=[CH:3][CH:2]=1.[Cl:14][CH2:15][CH2:16][CH2:17][C:18](Cl)=[O:19]>O1CCCC1>[Cl:14][CH2:15][CH2:16][CH2:17][C:18]([N:7]([C:1]1[CH:2]=[CH:3][CH:4]=[CH:5][CH:6]=1)[C:8]1[CH:9]=[CH:10][CH:11]=[CH:12][CH:13]=1)=[O:19]. Procedure: A solution 22.8 g (0.14 mole) of diphenylamine in 150 ml of tetrahydrofuran was added dropwise to a solution of 9.9 g (0.07 mole) of 4-chlorobutyryl chloride in 100 ml of tetrahydrofuran. The reaction mixture was stirred mechanically and the temperature maintained between 5° C. and 15° C. throughout the addition. After the final addition, the solution was filtered to remove solid precipitates and the filtrate was concentrated under reduced pressure to give a yellow solid. The solid was purified ... Yields the product C1(CC1)COC(=O)SC1C(C(N1C(C(=O)OCC1=CC=C(C=C1)[N+](=O)[O-])=C(C)OS(=O)(=O)C)=O)NC(COC1=CC=CC=C1)=O (p-nitrobenzyl α-[4-cyclopropylmethoxycarbonylthio-3-phenoxyacetamido-2-oxoazetidin-1-yl]-α-(1-methanesulfonyloxyethylidene)acetate). Reaction conditions: time 2 hour. Starting materials: C1(CC1)COC(=O)SC1C(C(N1C(C(=O)OCC1=CC=C(C=C1)[N+](=O)[O-])=C(C)O)=O)NC(COC1=CC=CC=C1)=O (p-nitrobenzyl α-[4-cyclopropylmethoxycarbonylthio-3-phenoxyacetamido-2-oxoazetidin-1-yl]-α-(1-hydroxyethylidene)acetate), O1CCCC1 (tetrahydrofuran), CN(C)P(=O)(N(C)C)N(C)C (hexamethylphosphorotriamide), CS(=O)(=O)Cl (methanesulfonyl chloride), ice water. Reaction SMILES: [CH:1]1([CH2:4][O:5][C:6]([S:8][CH:9]2[N:12]([C:13](=[C:27]([OH:29])[CH3:28])[C:14]([O:16][CH2:17][C:18]3[CH:23]=[CH:22][C:21]([N+:24]([O-:26])=[O:25])=[CH:20][CH:19]=3)=[O:15])[C:11](=[O:30])[CH:10]2[NH:31][C:32](=[O:41])[CH2:33][O:34][C:35]2[CH:40]=[CH:39][CH:38]=[CH:37][CH:36]=2)=[O:7])[CH2:3][CH2:2]1.O1CCCC1.CN(P(N(C)C)(N(C)C)=O)C.[CH3:58][S:59](Cl)(=[O:61])=[O:60]>C(N(CC)CC)C>[CH:1]1([CH2:4][O:5][C:6]([S:8][CH:9]2[N:12]([C:13](=[C:27]([O:29][S:59]([CH3:58])(=[O:61])=[O:60])[CH3:28])[C:14]([O:16][CH2:17][C:18]3[CH:19]=[CH:20][C:21]([N+:24]([O-:26])=[O:25])=[CH:22][CH:23]=3)=[O:15])[C:11](=[O:30])[CH:10]2[NH:31][C:32](=[O:41])[CH2:33][O:34][C:35]2[CH:40]=[CH:39][CH:38]=[CH:37][CH:36]=2)=[O:7])[CH2:3][CH2:2]1. Procedure details: To a solution of p-nitrobenzyl α-[4-cyclopropylmethoxycarbonylthio-3-phenoxyacetamido-2-oxoazetidin-1-yl]-α-(1-hydroxyethylidene)acetate (904 mg) in a mixture (9.5 ml) of tetrahydrofuran and hexamethylphosphorotriamide (20:1) are added methanesulfonyl chloride (0.26 ml) and triethylamine (0.37 ml). After 2 hours, the reaction mixture is poured into ice water, and extracted with chloroform. The extract solution is washed with water, dried, and evaporated to give p-nitrobenzyl α-[4-cyclopropylmeth... Solvent: C(C)N(CC)CC (triethylamine). Starting materials: CCOC(=O)c1cnc(N2CCN(c3cc(-c4ccc(F)cc4)nc(N4CCCC4C)n3)CC2)c(Cl)c1, C1CCOC1, CCO, Cl, [Li+], [OH-], O, O. Product: CC1CCCN1c1nc(-c2ccc(F)cc2)cc(N2CCN(c3ncc(C(=O)O)cc3Cl)CC2)n1. Reaction SMILES: [CH2:1]([CH3:2])[O:3][C:4]([c:5]1[cH:6][n:7][c:8]([N:12]2[CH2:13][CH2:14][N:15]([c:18]3[n:19][c:20]([N:31]4[CH:32]([CH3:36])[CH2:33][CH2:34][CH2:35]4)[n:21][c:22](-[c:24]4[cH:25][cH:26][c:27]([F:30])[cH:28][cH:29]4)[cH:23]3)[CH2:16][CH2:17]2)[c:9]([Cl:11])[cH:10]1)=[O:37].[CH2:43]1[O:44][CH2:45][CH2:46][CH2:47]1.[CH3:48][CH2:49][OH:50].[ClH:42].[Li+:40].[OH-:39].[OH2:38].[OH2:41]>>[O:3]=[C:4]([c:5]1[cH:6][n:7][c:8]([N:12]2[CH2:13][CH2:14][N:15]([c:18]3[n:19][c:20]([N:31]4[CH:32]([CH3:36])[CH2:33][CH2:34][CH2:35]4)[n:21][c:22](-[c:24]4[cH:25][cH:26][c:27]([F:30])[cH:28][cH:29]4)[cH:23]3)[CH2:16][CH2:17]2)[c:9]([Cl:11])[cH:10]1)[OH:37]. Reactants: C(C)(C)(C)OC(NC1=C(C=C(C(=C1)CC)C(F)(F)F)N)=O ((2-amino-5-ethyl-4-trifluoromethyl-phenyl)-carbamic acid tert-butyl ester), C(C)(C)(C)OC(CC(=O)C1=CC(=CC=C1)C1=CC(=NC=C1)C#N)=O (3-[3-(2-cyano-pyridin-4-yl)-phenyl]-3-oxo-propionic acid tert-butyl ester). Yields the product C(C)(C)(C)OC(NC1=C(C=C(C(=C1)CC)C(F)(F)F)NC(CC(=O)C1=CC(=CC=C1)C1=CC(=NC=C1)C#N)=O)=O ((2-{3-[3-(2-Cyano-pyridin-4-yl)-phenyl]-3-oxo-propionylamino}-5-ethyl-4-trifluoromethyl-phenyl)-carbamic acid tert-butyl ester), solid. The yield is 74.0%. Reaction SMILES: [C:1]([O:5][C:6](=[O:21])[NH:7][C:8]1[CH:13]=[C:12]([CH2:14][CH3:15])[C:11]([C:16]([F:19])([F:18])[F:17])=[CH:10][C:9]=1[NH2:20])([CH3:4])([CH3:3])[CH3:2].C([O:26][C:27](=O)[CH2:28][C:29]([C:31]1[CH:36]=[CH:35][CH:34]=[C:33]([C:37]2[CH:42]=[CH:41][N:40]=[C:39]([C:43]#[N:44])[CH:38]=2)[CH:32]=1)=[O:30])(C)(C)C>>[C:1]([O:5][C:6](=[O:21])[NH:7][C:8]1[CH:13]=[C:12]([CH2:14][CH3:15])[C:11]([C:16]([F:19])([F:18])[F:17])=[CH:10][C:9]=1[NH:20][C:27](=[O:26])[CH2:28][C:29]([C:31]1[CH:36]=[CH:35][CH:34]=[C:33]([C:37]2[CH:42]=[CH:41][N:40]=[C:39]([C:43]#[N:44])[CH:38]=2)[CH:32]=1)=[O:30])([CH3:2])([CH3:3])[CH3:4]. Procedure: The title compound was prepared from (2-amino-5-ethyl-4-trifluoromethyl-phenyl)-carbamic acid tert-butyl ester (Example J33) (228 mg, 0.75 mmol) and 3-[3-(2-cyano-pyridin-4-yl)-phenyl]-3-oxo-propionic acid tert-butyl ester (Example K24) (242 mg, 0.75 mmol) according to the general procedure M. Obtained as a light brown solid (308 mg, 74%). Starting materials: C(C)(C)(C)OC(CCN1CC(OCC1)C1=CC=C(C=C1)OC1=CC=CC=C1)=O (3-[2-(4-Phenoxy-phenyl)-morpholin-4-yl]-propionic acid tert-butyl ester), Cl (HCl), O1CCOCC1 (1,4-dioxane). Product: Cl.O(C1=CC=CC=C1)C1=CC=C(C=C1)C1CN(CCO1)CCC(=O)O (3-[2-(4-phenoxy-phenyl)-morpholin-4-yl]-propionic acid hydrochloride). Run at time 8 hour. Procedure details: 3-[2-(4-Phenoxy-phenyl)-morpholin-4-yl]-propionic acid tert-butyl ester (49 mg) was treated with HCl in 1,4-dioxane (0.5 mL; 4.0 mol/L, 2 mmol) and shaken overnight at room temperature. Removal of the solvent in vacuo yielded 3-[2-(4-phenoxy-phenyl)-morpholin-4-yl]-propionic acid hydrochloride as an amorphous broken white powder (48 mg). Rt=1.60 min. Reaction SMILES: C([O:5][C:6](=[O:28])[CH2:7][CH2:8][N:9]1[CH2:14][CH2:13][O:12][CH:11]([C:15]2[CH:20]=[CH:19][C:18]([O:21][C:22]3[CH:27]=[CH:26][CH:25]=[CH:24][CH:23]=3)=[CH:17][CH:16]=2)[CH2:10]1)(C)(C)C.[ClH:29].O1CCOCC1>>[ClH:29].[O:21]([C:18]1[CH:17]=[CH:16][C:15]([CH:11]2[O:12][CH2:13][CH2:14][N:9]([CH2:8][CH2:7][C:6]([OH:28])=[O:5])[CH2:10]2)=[CH:20][CH:19]=1)[C:22]1[CH:23]=[CH:24][CH:25]=[CH:26][CH:27]=1 |f:3.4|.